Dataset: the Open Reaction Database (ORD), a public repository of structured organic reaction records. Task: describe an organic reaction: reactants, conditions, products, and yield Starting materials: O (Water), ClC1=NC=CC(=N1)N(CC1=CC=C(C=C1)I)CC(C)(C)C ((2-Chloro-pyrimidin-4-yl)-(2,2-dimethyl-propyl)-(4-iodo-benzyl)-amine), [C-]#N.[Na+] (sodium cyanide), N12CCN(CC1)CC2 (1,4-diaza bicyclo[2,2,2]octane). The solvent is CS(=O)C (DMSO). Reaction conditions: temperature 75 celsius, time 21 hour. Product: CC(CN(C1=NC(=NC=C1)C#N)CC1=CC=C(C=C1)I)(C)C (4-[(2,2-dimethyl-propyl)-(4-iodo-benzyl)-amino]-pyrimidine-2-carbonitrile). The yield is 861.5%. Reaction SMILES: Cl[C:2]1[N:7]=[C:6]([N:8]([CH2:17][C:18]([CH3:21])([CH3:20])[CH3:19])[CH2:9][C:10]2[CH:15]=[CH:14][C:13]([I:16])=[CH:12][CH:11]=2)[CH:5]=[CH:4][N:3]=1.[C-]#N.[Na+].[N:25]12CCN(CC1)C[CH2:26]2.O>CS(C)=O>[CH3:19][C:18]([CH3:21])([CH3:20])[CH2:17][N:8]([CH2:9][C:10]1[CH:15]=[CH:14][C:13]([I:16])=[CH:12][CH:11]=1)[C:6]1[CH:5]=[CH:4][N:3]=[C:2]([C:26]#[N:25])[N:7]=1 |f:1.2|. Procedure: (2-Chloro-pyrimidin-4-yl)-(2,2-dimethyl-propyl)-(4-iodo-benzyl)-amine (10.0 g, 24.0 mmoles) and sodium cyanide (5.6 g, 0.12 moles) are dissolved in 40 ml of DMSO and 1,4-diaza bicyclo[2,2,2]octane (0.27 g, 2.4 mmoles) is added at rt. The mixture is stirred at 75° C. for 21 h. Water is added and the organic layer is extracted with AcOEt, washed with brine, dried over magnesium sulfate and concentrated. The crude product is purified by silica gel column chromatography to give 8.4 g of desired 4-[(... The reactants are C(C)(C)(C)OC(=O)N1CCN(CC1)CCN[C@]12[C@@H]([C@H]3CC[C@@H]4[C@]5(CC=C(C([C@@H]5CC[C@]4([C@@]3(CC1)C)C)(C)C)C1=CC=C(C(=O)O)C=C1)C)[C@@H](CC2)C(=C)C (4-((1R,3aS,5aR,5bR,7aR,11aS,11bR,13aR,13bR)-3a-((2-(4-(tert-butoxycarbonyl)piperazin-1-yl)ethyl)amino)-5a,5b,8,8,11a-pentamethyl-1-(prop-1-en-2-yl)-2,3,3a,4,5,5a,5b,6,7,7a,8,11,11a,11b,12,13,13a,13b-octadecahydro-1H-cyclopenta[a]chrysen-9-yl)benzoic acid), CS(=O)(=O)N1CCNCC1 (1-(methylsulfonyl)piperazine). The product is C[C@]12CC[C@@]3([C@@H]([C@H]2CC[C@@H]2[C@]4(CC=C(C([C@@H]4CC[C@@]12C)(C)C)C1=CC=C(C(=O)O)C=C1)C)[C@@H](CC3)C(=C)C)NCCN3CCN(CC3)S(=O)(=O)C (4-((1R,3aS,5aR,5bR,7aR,11aS,11bR,13aR,13bR)-5a,5b,8,8,11a-pentamethyl-3a-((2-(4-(methylsulfonyl)piperazin-1-yl)ethyl)amino)-1-(prop-1-en-2-yl)-2,3,3a,4,5,5a,5b,6,7,7a,8,11,11a,11b,12,13,13a,13b-octadecahydro-1H-cyclopenta[a]chrysen-9-yl)benzoic acid), solid. The yield is 89.0%. Reaction SMILES: C(OC(N1CCN([CH2:14][CH2:15][NH:16][C@:17]23[CH2:51][CH2:50][C@@H:49]([C:52]([CH3:54])=[CH2:53])[C@@H:18]2[C@@H:19]2[C@@:32]([CH3:35])([CH2:33][CH2:34]3)[C@@:31]3([CH3:36])[C@@H:22]([C@:23]4([CH3:48])[C@@H:28]([CH2:29][CH2:30]3)[C:27]([CH3:38])([CH3:37])[C:26]([C:39]3[CH:47]=[CH:46][C:42]([C:43]([OH:45])=[O:44])=[CH:41][CH:40]=3)=[CH:25][CH2:24]4)[CH2:21][CH2:20]2)CC1)=O)(C)(C)C.[CH3:55][S:56]([N:59]1[CH2:64][CH2:63][NH:62][CH2:61][CH2:60]1)(=[O:58])=[O:57]>>[CH3:35][C@:32]12[C@@:31]3([CH3:36])[C@@H:22]([C@:23]4([CH3:48])[C@@H:28]([CH2:29][CH2:30]3)[C:27]([CH3:37])([CH3:38])[C:26]([C:39]3[CH:40]=[CH:41][C:42]([C:43]([OH:45])=[O:44])=[CH:46][CH:47]=3)=[CH:25][CH2:24]4)[CH2:21][CH2:20][C@@H:19]1[C@H:18]1[C@H:49]([C:52]([CH3:54])=[CH2:53])[CH2:50][CH2:51][C@:17]1([NH:16][CH2:15][CH2:14][N:62]1[CH2:63][CH2:64][N:59]([S:56]([CH3:55])(=[O:58])=[O:57])[CH2:60][CH2:61]1)[CH2:34][CH2:33]2. Procedure details: The title compound was prepared following the method described above for the synthesis of 4-((1R,3aS,5aR,5bR,7aR,11aS,11bR,13aR,13bR)-3a-((2-(4-(tert-butoxycarbonyl)piperazin-1-yl)ethyl)amino)-5a,5b,8,8,11a-pentamethyl-1-(prop-1-en-2-yl)-2,3,3a,4,5,5a,5b,6,7,7a,8,11,11a,11b,12,13,13a,13b-octadecahydro-1H-cyclopenta[a]chrysen-9-yl)benzoic acid using 1-(methylsulfonyl)piperazine as the alkylating reagent in Step 3. The product was isolated as a white solid (220 mg, 89%). LCMS: m/e 720.58 (M+H)+, 2... Reactants: C(C)(=O)C=1C=CC(=C(C(=O)N)C1)O (5-acetyl-2-hydroxybenzamide), OC=1C=C(C(=O)OC)C=CC1 (methyl 3-hydroxybenzoate), N (NH3). The product is C(C)(=O)C=1C=CC(=C(C(=O)N)C1)OCCCC(C)OC=1C=CC=C2C=CC(=NC12)N (5-acetyl-2-((4-((2-aminoquinolin-8-yl)oxy)pentyl)oxy)benzamide). RXN SMILES: [C:1]([C:4]1[CH:5]=[CH:6][C:7]([OH:13])=[C:8]([CH:12]=1)[C:9]([NH2:11])=[O:10])(=[O:3])[CH3:2].[OH:14][C:15]1[CH:16]=[C:17]([CH:22]=[CH:23][CH:24]=1)[C:18](OC)=O.[NH3:25]>>[C:1]([C:4]1[CH:5]=[CH:6][C:7]([O:13][CH2:2][CH2:1][CH2:4][CH:5]([O:14][C:15]2[CH:24]=[CH:23][CH:22]=[C:17]3[C:16]=2[N:25]=[C:9]([NH2:11])[CH:8]=[CH:18]3)[CH3:6])=[C:8]([CH:12]=1)[C:9]([NH2:11])=[O:10])(=[O:3])[CH3:2]. Procedure: The title compound was prepared according to the procedure described in Example 92 substituting 5-acetyl-2-hydroxybenzamide for methyl 3-hydroxybenzoate. 1H NMR (500 MHz, CDCl3) δ ppm 8.66 (d, 1H), 8.06 (dd, 1H), 7.96 (d, 1H), 7.32 (t, 1H), 7.22 (m, 1H), 7.12 (d, 1H), 7.04 (d, 1H), 6.97 (d, 1H), 4.71 (m, 1H), 4.38 (m, 1H), 4.26 (m, 1H), 2.58 (s, 3H), 2.24 (m, 2H), 1.92–2.13 (m, 2H), 1.48 (d, 3H); MS (DCI/NH3) m/z 408 [M+H]+. Starting materials: FC1=CC=C(C=C1)N1C(C(=CC(=C1)C)C(=O)OCC)=O (ethyl 1-(4-fluorophenyl)-5-methyl-2-oxo-1,2-dihydropyridine-3-carboxylate), [OH-].[Na+] (sodium hydroxide), Cl (hydrochloric acid). Run in CO (methanol). Run at time 2 hour. Product: FC1=CC=C(C=C1)N1C(C(=CC(=C1)C)C(=O)O)=O (1-(4-fluorophenyl)-5-methyl-2-oxo-1,2-dihydropyridine-3-carboxylic acid). Isolated yield 67.7%. As a reaction SMILES: [F:1][C:2]1[CH:7]=[CH:6][C:5]([N:8]2[CH:13]=[C:12]([CH3:14])[CH:11]=[C:10]([C:15]([O:17]CC)=[O:16])[C:9]2=[O:20])=[CH:4][CH:3]=1.[OH-].[Na+].Cl>CO>[F:1][C:2]1[CH:7]=[CH:6][C:5]([N:8]2[CH:13]=[C:12]([CH3:14])[CH:11]=[C:10]([C:15]([OH:17])=[O:16])[C:9]2=[O:20])=[CH:4][CH:3]=1 |f:1.2|. Procedure details: To a solution of ethyl 1-(4-fluorophenyl)-5-methyl-2-oxo-1,2-dihydropyridine-3-carboxylate (1.2 g, 4.36 mmol) in methanol (12 mL) was added 1N aqueous sodium hydroxide solution (10 mL, 10 mmol), and the mixture was stirred at room temperature for 2 hr. The reaction mixture was concentrated, and the obtained residue was diluted with ethyl acetate and water and extracted with water. The aqueous layer was treated with 1N hydrochloric acid (20 mL, 20 mmol), and the precipitate was collected by filtr... The reactants are CC1=C(C(=CC=C1)C)B(O)O (2,6-dimethylphenylboronic acid), P(=O)([O-])([O-])[O-].[K+].[K+].[K+] (tripotassium phosphate), C(C1=CC=CC=C1)OC=1C=C(C(=O)OC)C=C(C1)O (methyl 3-(benzyloxy)-5-hydroxybenzoate), C(C)N(C(C)C)C(C)C (N-ethyldiisopropylamine), FC(S(=O)(=O)OS(=O)(=O)C(F)(F)F)(F)F (trifluoromethanesulfonic anhydride). The reagents and catalysts are C=1C=CC(=CC1)[P](C=2C=CC=CC2)(C=3C=CC=CC3)[Pd]([P](C=4C=CC=CC4)(C=5C=CC=CC5)C=6C=CC=CC6)([P](C=7C=CC=CC7)(C=8C=CC=CC8)C=9C=CC=CC9)[P](C=1C=CC=CC1)(C=1C=CC=CC1)C=1C=CC=CC1 (tetrakis(triphenylphosphine)palladium(0)). The solvent is ClCCl (dichloromethane). Reaction conditions: time 1 hour. The product is C(C1=CC=CC=C1)OC=1C=C(C=C(C1)C1=C(C=CC=C1C)C)C(=O)OC (methyl 5-(benzyloxy)-2′,6′-dimethylbiphenyl-3-carboxylate). Yield: 86.6%. Reaction SMILES: [CH2:1]([O:8][C:9]1[CH:10]=[C:11]([CH:16]=[C:17](O)[CH:18]=1)[C:12]([O:14][CH3:15])=[O:13])[C:2]1[CH:7]=[CH:6][CH:5]=[CH:4][CH:3]=1.C(N(C(C)C)C(C)C)C.FC(F)(F)S(OS(C(F)(F)F)(=O)=O)(=O)=O.[CH3:44][C:45]1[CH:50]=[CH:49][CH:48]=[C:47]([CH3:51])[C:46]=1B(O)O.P([O-])([O-])([O-])=O.[K+].[K+].[K+]>ClCCl.C1C=CC([P]([Pd]([P](C2C=CC=CC=2)(C2C=CC=CC=2)C2C=CC=CC=2)([P](C2C=CC=CC=2)(C2C=CC=CC=2)C2C=CC=CC=2)[P](C2C=CC=CC=2)(C2C=CC=CC=2)C2C=CC=CC=2)(C2C=CC=CC=2)C2C=CC=CC=2)=CC=1>[CH2:1]([O:8][C:9]1[CH:10]=[C:11]([C:12]([O:14][CH3:15])=[O:13])[CH:16]=[C:17]([C:46]2[C:47]([CH3:51])=[CH:48][CH:49]=[CH:50][C:45]=2[CH3:44])[CH:18]=1)[C:2]1[CH:7]=[CH:6][CH:5]=[CH:4][CH:3]=1 |f:4.5.6.7,^1:69,71,90,109|. Reported procedure: To a solution of methyl 3-(benzyloxy)-5-hydroxybenzoate (3.10 g, 12.0 mmol) and N-ethyldiisopropylamine (2.51 mL, 14.4 mmol) in dichloromethane (30 mL) was added dropwise trifluoromethanesulfonic anhydride (2.22 mL, 13.2 mmol) under ice-cooling, and the mixture was stirred at the same temperature for 1 hr. The reaction mixture was washed with water, dried over anhydrous magnesium sulfate, and concentrated under reduced pressure. The obtained residue was dissolved in 1,2-dimethoxyethane (40 mL), ... Starting materials: CCOC(C)=O, COc1ccc(N2CCN(c3c(C)c(C)c4c(c3C)C(O)C(C)(C)O4)CC2)cc1, CCCCCC, ClCc1ccccn1, Cl. The product is COc1ccc(N2CCN(c3c(C)c(C)c4c(c3C)C(OCc3ccccn3)C(C)(C)O4)CC2)cc1. Reaction SMILES: [C:39]([O:40][CH2:41][CH3:42])(=[O:43])[CH3:44].[CH3:10][O:11][c:12]1[cH:13][cH:14][c:15]([N:18]2[CH2:19][CH2:20][N:21]([c:24]3[c:25]([CH3:38])[c:26]([CH3:37])[c:27]4[c:28]([c:35]3[CH3:36])[CH:29]([OH:34])[C:30]([CH3:32])([CH3:33])[O:31]4)[CH2:22][CH2:23]2)[cH:16][cH:17]1.[CH3:45][CH2:46][CH2:47][CH2:48][CH2:49][CH3:50].[Cl:2][CH2:3][c:4]1[n:5][cH:6][cH:7][cH:8][cH:9]1.[ClH:1]>>[CH2:3]([c:4]1[n:5][cH:6][cH:7][cH:8][cH:9]1)[O:34][CH:29]1[c:28]2[c:27]([c:26]([CH3:37])[c:25]([CH3:38])[c:24]([N:21]3[CH2:20][CH2:19][N:18]([c:15]4[cH:14][cH:13][c:12]([O:11][CH3:10])[cH:17][cH:16]4)[CH2:23][CH2:22]3)[c:35]2[CH3:36])[O:31][C:30]1([CH3:32])[CH3:33]. The reactants are CCCCBr, C1CCOC1, OCc1ccc2c(c1)OCO2, [H-], [Na+]. The product is CCCCOCc1ccc2c(c1)OCO2. Reaction SMILES: [Br:14][CH2:15][CH2:16][CH2:17][CH3:18].[CH2:19]1[O:20][CH2:21][CH2:22][CH2:23]1.[CH2:3]([c:4]1[cH:5][c:6]2[c:10]([cH:11][cH:12]1)[O:9][CH2:8][O:7]2)[OH:13].[H-:1].[Na+:2]>>[CH2:3]([c:4]1[cH:5][c:6]2[c:10]([cH:11][cH:12]1)[O:9][CH2:8][O:7]2)[O:13][CH2:15][CH2:16][CH2:17][CH3:18]. Reactants: C([O-])([O-])=O.[NH4+].[NH4+] (Ammonium carbonate), ON1N=NC2=C1C=CC=C2 (1-Hydroxybenzotriazole), CCN=C=NCCCN(C)C.Cl (EDCl), C(C)(C)N(C(C)C)CC (N,N-diisopropylethylamine), C(C)(C)(C)OC(=O)N1CCC(CC1)C1=CC=C(C=C1)NC1=NC=C(C(=N1)CCC1=C(C=CC=C1)C(C(=O)[O-])C)C(F)(F)F.[Li+] (lithium 2-(2-(2-(2-((4-(1-(tert-butoxycarbonyl)piperidin-4-yl)phenyl)amino)-5-(trifluoromethyl)pyrimidin-4-yl)ethyl)phenyl)propanoate). Run in C1CCOC1 (THF), CN(C)C=O (DMF). Conditions: time 18 hour. Yields the product NC(C(C)C1=C(CCC2=NC(=NC=C2C(F)(F)F)NC2=CC=C(C=C2)C2CCN(CC2)C(=O)OC(C)(C)C)C=CC=C1)=O (tert-Butyl 4-(4-((4-(2-(1-amino-1-oxopropan-2-yl)phenethyl)-5-(trifluoromethyl)pyrimidin-2-yl)amino)phenyl)piperidine-1-carboxylate). As a reaction SMILES: O[N:2]1C2C=CC=CC=2N=N1.CCN=C=NCCCN(C)C.Cl.C(N(CC)C(C)C)(C)C.[C:32]([O:36][C:37]([N:39]1[CH2:44][CH2:43][CH:42]([C:45]2[CH:50]=[CH:49][C:48]([NH:51][C:52]3[N:57]=[C:56]([CH2:58][CH2:59][C:60]4[CH:65]=[CH:64][CH:63]=[CH:62][C:61]=4[CH:66]([CH3:70])[C:67]([O-])=[O:68])[C:55]([C:71]([F:74])([F:73])[F:72])=[CH:54][N:53]=3)=[CH:47][CH:46]=2)[CH2:41][CH2:40]1)=[O:38])([CH3:35])([CH3:34])[CH3:33].[Li+].C(=O)([O-])[O-].[NH4+].[NH4+]>C1COCC1.CN(C=O)C>[NH2:2][C:67](=[O:68])[CH:66]([C:61]1[CH:62]=[CH:63][CH:64]=[CH:65][C:60]=1[CH2:59][CH2:58][C:56]1[C:55]([C:71]([F:73])([F:74])[F:72])=[CH:54][N:53]=[C:52]([NH:51][C:48]2[CH:49]=[CH:50][C:45]([CH:42]3[CH2:43][CH2:44][N:39]([C:37]([O:36][C:32]([CH3:35])([CH3:34])[CH3:33])=[O:38])[CH2:40][CH2:41]3)=[CH:46][CH:47]=2)[N:57]=1)[CH3:70] |f:1.2,4.5,6.7.8|. Reported procedure: 1-Hydroxybenzotriazole (21.1 mg, 0.156 mmol), EDCl (30.0 mg, 0.156 mmol) and N,N-diisopropylethylamine (54.5 μL, 0.313 mmol) were added to a solution of lithium 2-(2-(2-(2-((4-(1-(tert-butoxycarbonyl)piperidin-4-yl)phenyl)amino)-5-(trifluoromethyl)pyrimidin-4-yl)ethyl)phenyl)propanoate (I54) (0.086 g, 0.142 mmol) in dry THF (6 mL) and dry DMF (1 mL) under an atmosphere of nitrogen. Ammonium carbonate (54.6 mg, 0.569 mmol) was added in one portion to the stirred reaction mixture after 10 minutes.... The reactants are C1(=CC=CC=C1)CCCCCOCC(CN=[N+]=[N-])O (3-(5-phenylpentyloxy)-2-hydroxypropylazide), [H-].[Al+3].[Li+].[H-].[H-].[H-] (lithium aluminum hydride). Run in O1CCCC1 (tetrahydrofuran). Yields the product C1(=CC=CC=C1)CCCCCOCC(CN)O (3-(5-phenylpentyloxy)-2-hydroxypropylamine). The yield is 106.0%. Reaction SMILES: [C:1]1([CH2:7][CH2:8][CH2:9][CH2:10][CH2:11][O:12][CH2:13][CH:14]([OH:19])[CH2:15][N:16]=[N+]=[N-])[CH:6]=[CH:5][CH:4]=[CH:3][CH:2]=1.[H-].[Al+3].[Li+].[H-].[H-].[H-]>O1CCCC1>[C:1]1([CH2:7][CH2:8][CH2:9][CH2:10][CH2:11][O:12][CH2:13][CH:14]([OH:19])[CH2:15][NH2:16])[CH:6]=[CH:5][CH:4]=[CH:3][CH:2]=1 |f:1.2.3.4.5.6|. Procedure details: A procedure similar to that described in Preparation 13 was repeated, except that 4.5 g of 3-(5-phenylpentyloxy)-2-hydroxypropylazide (prepared as described in Preparation 50), 1.3 g of lithium aluminum hydride and 250 ml of anhydrous tetrahydrofuran were used, to give 4.3 g of the title compound as a pale yellow oil having an Rf value of 0.09 (on silica gel thin layer chromatography, using a 10:2:1 by volume mixture of ethyl acetate, ethanol and triethylamine as the developing solvent).